describe an organic reaction: reactants, conditions, products, and yield From a dataset of the Open Reaction Database (ORD), a public repository of structured organic reaction records. Starting materials: Oc1n[nH]c2c1CCN(Cc1ccccc1)C2, CO. Product: Oc1n[nH]c2c1CCNC2. Reaction SMILES: [CH2:1]([c:2]1[cH:3][cH:4][cH:5][cH:6][cH:7]1)[N:8]1[CH2:9][c:10]2[c:11]([c:14]([OH:17])[n:15][nH:16]2)[CH2:12][CH2:13]1.[CH3:18][OH:19]>>[NH:8]1[CH2:9][c:10]2[c:11]([c:14]([OH:17])[n:15][nH:16]2)[CH2:12][CH2:13]1.